Dataset: the Open Reaction Database (ORD), a public repository of structured organic reaction records. Task: describe an organic reaction: reactants, conditions, products, and yield Reactants: CC(=O)Nc1cc(C)c(Br)c(C)c1, C1CCOC1, [Li]CCCC, CN(C)C=O. Product: CC(=O)Nc1cc(C)c(C=O)c(C)c1. As a reaction SMILES: [Br:1][c:2]1[c:3]([CH3:13])[cH:4][c:5]([NH:9][C:10]([CH3:11])=[O:12])[cH:6][c:7]1[CH3:8].[CH2:24]1[O:25][CH2:26][CH2:27][CH2:28]1.[CH3:14][CH2:15][CH2:16][CH2:17][Li:18].[O:19]=[CH:20][N:21]([CH3:22])[CH3:23]>>[c:2]1([CH:20]=[O:19])[c:3]([CH3:13])[cH:4][c:5]([NH:9][C:10]([CH3:11])=[O:12])[cH:6][c:7]1[CH3:8]. The reactants are SC1=NC=CC=C1 (2-mercaptopyridine), C(C1=CC=CC=C1)(=O)Cl (benzoyl chloride). The solvent is C1CCOC1 (THF). Reaction conditions: time 30 minute. The product is C(C1=CC=CC=C1)(SC1=NC=CC=C1)=O (S-2-Pyridyl benzothioate). The yield is 87.8%. Reaction SMILES: [SH:1][C:2]1[CH:7]=[CH:6][CH:5]=[CH:4][N:3]=1.[C:8](Cl)(=[O:15])[C:9]1[CH:14]=[CH:13][CH:12]=[CH:11][CH:10]=1>C1COCC1>[C:8](=[O:15])([S:1][C:2]1[CH:7]=[CH:6][CH:5]=[CH:4][N:3]=1)[C:9]1[CH:14]=[CH:13][CH:12]=[CH:11][CH:10]=1. Reported procedure: Following a standard procedure,16 a solution of 2-mercaptopyridine (3.33 g, 30.0 mmol) in THF (30 mL) was treated with benzoyl chloride (4.21 g, 30.0 mmol) at room temperature with stirring for 30 min. The standard workup followed by precipitation afforded a pale yellow solid (5.67 g, 88%): mp 48-50° C. 1H NMR spectral data are consistent with reported values:15 1H NMR δ 7.31-7.37 (m, 1H), 7.46-7.53 (m, 2H), 7.59-7.65 (m, 1H), 7.71-7.83 (m, 2H), 8.00-8.06 (m, 2H), 8.66-8.71 (m, 1H); 13C NMR δ 12... The product is C(C)OC(=O)C1CCN(CC1)C1=CC=C(C=C1)N (1-(4-amino-phenyl)-piperidine-4-carboxylic acid ethyl ester). Procedure: A solution of 1-fluoro-4-nitrobenzene (2.0 g, 1.50 mL, 14 mmol), piperidine-4-carboxylic acid ethyl ester (2.2 g, 2.15 mL, 14 mmol), and potassium carbonate (9.7 g, 70 mmol) in CH3CN (20 mL) was stirred at room temperature overnight. The resulting mixture was filtered and concentrated. The residue was purified by chromatography on silica gel (gradient elution with 5-50% ethyl acetate in hexanes) to produce 2.0 g of 1-(4-nitro-phenyl)-piperidine-4-carboxylic acid ethyl ester as a yellow solid. 1.... Starting materials: C(C)OC(=O)C1CCN(CC1)C1=CC=C(C=C1)[N+](=O)[O-] (1-(4-nitro-phenyl)-piperidine-4-carboxylic acid ethyl ester), [H][H] (hydrogen). Reagents/catalysts: [Pd] (Pd/C). The solvent is CO (MeOH). RXN SMILES: [CH2:1]([O:3][C:4]([CH:6]1[CH2:11][CH2:10][N:9]([C:12]2[CH:17]=[CH:16][C:15]([N+:18]([O-])=O)=[CH:14][CH:13]=2)[CH2:8][CH2:7]1)=[O:5])[CH3:2].[H][H]>CO.[Pd]>[CH2:1]([O:3][C:4]([CH:6]1[CH2:7][CH2:8][N:9]([C:12]2[CH:17]=[CH:16][C:15]([NH2:18])=[CH:14][CH:13]=2)[CH2:10][CH2:11]1)=[O:5])[CH3:2]. The reactants are CCN(C(C)C)C(C)C, NCC1Cc2cc(Cl)c3ccccc3c2O1, COC(=O)Cl. Product: COC(=O)NCC1Cc2cc(Cl)c3ccccc3c2O1. Reaction SMILES: [CH:17]([N:18]([CH:19]([CH3:20])[CH3:21])[CH2:22][CH3:23])([CH3:24])[CH3:25].[Cl:1][c:2]1[cH:3][c:4]2[c:5]([c:11]3[cH:12][cH:13][cH:14][cH:15][c:16]13)[O:6][CH:7]([CH2:9][NH2:10])[CH2:8]2.[Cl:26][C:27](=[O:28])[O:29][CH3:30]>>[Cl:1][c:2]1[cH:3][c:4]2[c:5]([c:11]3[cH:12][cH:13][cH:14][cH:15][c:16]13)[O:6][CH:7]([CH2:9][NH:10][C:27](=[O:28])[O:29][CH3:30])[CH2:8]2. The reactants are COC(COC1=C2C(=C(C(=NC2=C(C=C1)Cl)C)S(=O)(=O)C1=CC=C(C=C1)Cl)C)=O ([8-chloro-3-(4-chlorobenzenesulfonyl)-2,4-dimethylquinolin-5-yloxy]acetic acid methyl ester), CO (methanol), [OH-].[Na+] (sodium hydroxide). Solvent: C(=O)O (formic acid). The product is ClC=1C=CC(=C2C(=C(C(=NC12)C)S(=O)(=O)C1=CC=C(C=C1)Cl)C)OCC(=O)O ([8-chloro-3-(4-chlorobenzenesulfonyl)-2,4-dimethylquinolin-5-yloxy]acetic Acid). As a reaction SMILES: C[O:2][C:3](=[O:29])[CH2:4][O:5][C:6]1[CH:15]=[CH:14][C:13]([Cl:16])=[C:12]2[C:7]=1[C:8]([CH3:28])=[C:9]([S:18]([C:21]1[CH:26]=[CH:25][C:24]([Cl:27])=[CH:23][CH:22]=1)(=[O:20])=[O:19])[C:10]([CH3:17])=[N:11]2.CO.[OH-].[Na+]>C(O)=O>[Cl:16][C:13]1[CH:14]=[CH:15][C:6]([O:5][CH2:4][C:3]([OH:29])=[O:2])=[C:7]2[C:12]=1[N:11]=[C:10]([CH3:17])[C:9]([S:18]([C:21]1[CH:22]=[CH:23][C:24]([Cl:27])=[CH:25][CH:26]=1)(=[O:19])=[O:20])=[C:8]2[CH3:28] |f:2.3|. Procedure: A solution of [8-chloro-3-(4-chlorobenzenesulfonyl)-2,4-dimethylquinolin-5-yloxy]acetic acid methyl ester (0.020 g), methanol (3.0 mL) and 1.0 M aqueous sodium hydroxide solution (0.22 mL) was stirred at room temperature for 3 hours. The pH of the solution was adjusted to 5 by the addition of formic acid and the solvent removed under reduced pressure. Purification of the residue by preparative reverse-phase HPLC using a gradient over 30 minutes of acetonitrile in water gave title compound as a p... The reactants are NCCNCCNCCNCC.N12CCNCCN(CCNCC1)CC2 (1,4,7,10-Tetraazabicyclo[5.5.2]tetradecane 1,4,7,10-tetraazadodecane), C([O-])([O-])=O.[K+].[K+] (potassium carbonate), C(=O)C=O (glyoxal). Run in C(C)#N (acetonitrile). Product: N12CCN3CCN4CCN(CC1)C4C23 (1,4,7,10-tetraazatetracyclo-[5,5,2,04,13,010,14] tetradecane). Reaction SMILES: NCCNCCNCCNCC.[N:13]12[CH2:26][CH2:25][N:19]([CH2:20][CH2:21][NH:22][CH2:23][CH2:24]1)[CH2:18][CH2:17][NH:16][CH2:15][CH2:14]2.C(=O)([O-])[O-].[K+].[K+].C(C=O)=O>C(#N)C>[N:13]12[CH:26]3[N:16]([CH2:17][CH2:18][N:19]4[CH:25]3[N:22]([CH2:23][CH2:24]1)[CH2:21][CH2:20]4)[CH2:15][CH2:14]2 |f:0.1,2.3.4|. Procedure: 1.1.22 1,4,7,10-Tetraazabicyclo[5.5.2]tetradecane 1,4,7,10-tetraazadodecane (1.1.4) trihydrobromide in acetonitrile with potassium carbonate was reacted with glyoxal to form 1,4,7,10-tetraazatetracyclo-[5,5,2,04,13,010,14] tetradecane (1.1.23). Following separation the pure product was obtained by low pressure distillation. This was dissolved in acetonitrile and benzylbromide was added to form 1,7-dibenzylonium-1,4,7,10-tetraazatetracyclo[5,5,2,04,13,010,14] tetradecane (1.1.24). Following recry... The reactants are O=C([O-])[O-], CC(C)c1noc(C2CCC(n3ncc4c(Cl)ncnc43)CC2)n1, CS(=O)(=O)c1ccc(O)c(F)c1, [K+], [K+], CN(C)C=O. Product: CC(C)c1noc(C2CCC(n3ncc4c(Oc5ccc(S(C)(=O)=O)cc5F)ncnc43)CC2)n1. Reaction SMILES: [C:37](=[O:38])([O-:39])[O-:40].[Cl:13][c:14]1[c:15]2[c:16]([n:17][cH:18][n:19]1)[n:20]([CH:23]1[CH2:24][CH2:25][CH:26]([c:29]3[n:30][c:31]([CH:34]([CH3:35])[CH3:36])[n:32][o:33]3)[CH2:27][CH2:28]1)[n:21][cH:22]2.[F:1][c:2]1[c:3]([OH:12])[cH:4][cH:5][c:6]([S:8](=[O:9])(=[O:10])[CH3:11])[cH:7]1.[K+:41].[K+:42].[O:43]=[CH:44][N:45]([CH3:46])[CH3:47]>>[F:1][c:2]1[c:3]([O:12][c:14]2[c:15]3[c:16]([n:17][cH:18][n:19]2)[n:20]([CH:23]2[CH2:24][CH2:25][CH:26]([c:29]4[n:30][c:31]([CH:34]([CH3:35])[CH3:36])[n:32][o:33]4)[CH2:27][CH2:28]2)[n:21][cH:22]3)[cH:4][cH:5][c:6]([S:8](=[O:9])(=[O:10])[CH3:11])[cH:7]1. The reactants are COC(=O)c1nn(C)nc1C(=O)[O-], O=C(Cl)C(=O)Cl, ClCCl, CN(C)C=O. Product: COC(=O)c1nn(C)nc1C(=O)Cl. RXN SMILES: [CH3:1][n:2]1[n:3][c:4]([C:11](=[O:12])[O-:13])[c:5]([C:7](=[O:8])[O:9][CH3:10])[n:6]1.[Cl:14][C:15]([C:16]([Cl:17])=[O:18])=[O:19].[Cl:25][CH2:26][Cl:27].[O:20]=[CH:21][N:22]([CH3:23])[CH3:24]>>[CH3:1][n:2]1[n:3][c:4]([C:11](=[O:13])[Cl:14])[c:5]([C:7](=[O:8])[O:9][CH3:10])[n:6]1. The reactants are NCCC1=CCCCC1, Nc1nc(Cl)nc2c1ncn2C1OC(CO)C(O)C1O. Yields the product Nc1nc(NCCC2=CCCCC2)nc2c1ncn2C1OC(CO)C(O)C1O. As a reaction SMILES: [C:21]1([CH2:27][CH2:28][NH2:29])=[CH:22][CH2:23][CH2:24][CH2:25][CH2:26]1.[Cl:1][c:2]1[n:3][c:4]([NH2:20])[c:5]2[n:6][cH:7][n:8]([CH:9]3[CH:10]([OH:11])[CH:12]([OH:13])[CH:14]([CH2:15][OH:16])[O:17]3)[c:18]2[n:19]1>>[c:2]1([NH:29][CH2:28][CH2:27][C:21]2=[CH:22][CH2:23][CH2:24][CH2:25][CH2:26]2)[n:3][c:4]([NH2:20])[c:5]2[n:6][cH:7][n:8]([CH:9]3[CH:10]([OH:11])[CH:12]([OH:13])[CH:14]([CH2:15][OH:16])[O:17]3)[c:18]2[n:19]1. Starting materials: C(C)ONCC=1C(=C(C(=C(C(=O)NOCCO)C1)NC1=C(C=C(C=C1)I)F)F)F (5-(ethoxyamino-methyl)-3,4-difluoro-2-(2-fluoro-4-iodo-phenylamino)-N-(2-hydroxy-ethoxy)-benzamide), C(C)(=O)ON1N=NC2=C(C1=O)C=CC=C2 (4-oxo-4H-benzo[d][1,2,3]triazin-3-yl acetate). The solvent is C(C)(=O)O (acetic acid). Yields the product C(C)(=O)N(OCC)CC=1C(=C(C(=C(C(=O)NOCCO)C1)NC1=C(C=C(C=C1)I)F)F)F (5-[(acetyl-ethoxy-amino)-methyl]-3,4-difluoro-2-(2-fluoro-4-iodo-phenylamino)-N-(2-hydroxy-ethoxy)-benzamide). The yield is 71.0%. Reaction SMILES: [CH2:1]([O:3][NH:4][CH2:5][C:6]1[C:7]([F:29])=[C:8]([F:28])[C:9]([NH:19][C:20]2[CH:25]=[CH:24][C:23]([I:26])=[CH:22][C:21]=2[F:27])=[C:10]([CH:18]=1)[C:11]([NH:13][O:14][CH2:15][CH2:16][OH:17])=[O:12])[CH3:2].[C:30](ON1C(=O)C2C=CC=CC=2N=N1)(=[O:32])[CH3:31]>C(O)(=O)C>[C:30]([N:4]([CH2:5][C:6]1[C:7]([F:29])=[C:8]([F:28])[C:9]([NH:19][C:20]2[CH:25]=[CH:24][C:23]([I:26])=[CH:22][C:21]=2[F:27])=[C:10]([CH:18]=1)[C:11]([NH:13][O:14][CH2:15][CH2:16][OH:17])=[O:12])[O:3][CH2:1][CH3:2])(=[O:32])[CH3:31]. Reported procedure: The title compound was prepared by a procedure similar to that in Example 41. Namely, 5-(ethoxyamino-methyl)-3,4-difluoro-2-(2-fluoro-4-iodo-phenylamino)-N-(2-hydroxy-ethoxy)-benzamide obtained in Example 17 was reacted with 4-oxo-4H-benzo[d][1,2,3]triazin-3-yl acetate prepared from acetic acid to give 5-[(acetyl-ethoxy-amino)-methyl]-3,4-difluoro-2-(2-fluoro-4-iodo-phenylamino)-N-(2-hydroxy-ethoxy)-benzamide (19.3 mg, 71%).